Dataset: the Open Reaction Database (ORD), a public repository of structured organic reaction records. Task: describe an organic reaction: reactants, conditions, products, and yield Reactants: B, O=C(CBr)c1ccc(Br)cc1, CO, ClCCl, Cl, C1CCOC1. Product: OC(CBr)c1ccc(Br)cc1. RXN SMILES: [BH3:6].[Br:7][c:8]1[cH:9][cH:10][c:11]([C:12]([CH2:13][Br:14])=[O:15])[cH:16][cH:17]1.[CH3:18][OH:19].[Cl:21][CH2:22][Cl:23].[ClH:20].[O:1]1[CH2:2][CH2:3][CH2:4][CH2:5]1>>[Br:7][c:8]1[cH:9][cH:10][c:11]([CH:12]([CH2:13][Br:14])[OH:15])[cH:16][cH:17]1. The solvent is O1CCCC1 (tetrahydrofuran). Procedure: (2S,4S)-1-(p-Nitrobenzyloxycarbonyl)-2-hydroxymethyl-4-acetylthiopyrrolidine (200 mg) was dissolved in 2 ml of dry tetrahydrofuran. Methyl isocyanate (0.168 ml) was added thereto. The mixture was refluxed for 10 hours and distilled to remove the solvent. The residue was purified by silica gel chromatography to obtain (2S,4S)-1-(p-nitrobenzyloxycarbonyl)-2-methylaminocarbonyloxymethyl-4-acetylthiopyrrolidine. Starting materials: [N+](=O)([O-])C1=CC=C(COC(=O)N2[C@@H](C[C@@H](C2)SC(C)=O)CO)C=C1 ((2S,4S)-1-(p-Nitrobenzyloxycarbonyl)-2-hydroxymethyl-4-acetylthiopyrrolidine), CN=C=O (Methyl isocyanate). Product: [N+](=O)([O-])C1=CC=C(COC(=O)N2[C@@H](C[C@@H](C2)SC(C)=O)COC(=O)NC)C=C1 ((2S,4S)-1-(p-nitrobenzyloxycarbonyl)-2-methylaminocarbonyloxymethyl-4-acetylthiopyrrolidine). RXN SMILES: [N+:1]([C:4]1[CH:24]=[CH:23][C:7]([CH2:8][O:9][C:10]([N:12]2[CH2:16][C@@H:15]([S:17][C:18](=[O:20])[CH3:19])[CH2:14][C@H:13]2[CH2:21][OH:22])=[O:11])=[CH:6][CH:5]=1)([O-:3])=[O:2].[CH3:25][N:26]=[C:27]=[O:28]>O1CCCC1>[N+:1]([C:4]1[CH:5]=[CH:6][C:7]([CH2:8][O:9][C:10]([N:12]2[CH2:16][C@@H:15]([S:17][C:18](=[O:20])[CH3:19])[CH2:14][C@H:13]2[CH2:21][O:22][C:27]([NH:26][CH3:25])=[O:28])=[O:11])=[CH:23][CH:24]=1)([O-:3])=[O:2]. Reactants: O (water), C1(=CC=CC=C1)C(N1CC(C1)OS(=O)(=O)C)C1=CC=CC=C1 (1-diphenylmethyl-3-methanesulphonyloxyazetidine), C([O-])([O-])=O.[K+].[K+] (potassium carbonate), N1CCOCC1 (morpholine). Run in C(C)#N (acetonitrile). The product is C1(=CC=CC=C1)C(N1CC(C1)N1CCOCC1)C1=CC=CC=C1 (1-Diphenylmethyl-3-morpholinoazetidine). Yield: 273.0%. As a reaction SMILES: [C:1]1([CH:7]([C:17]2[CH:22]=[CH:21][CH:20]=[CH:19][CH:18]=2)[N:8]2[CH2:11][CH:10](OS(C)(=O)=O)[CH2:9]2)[CH:6]=[CH:5][CH:4]=[CH:3][CH:2]=1.C(=O)([O-])[O-].[K+].[K+].[NH:29]1[CH2:34][CH2:33][O:32][CH2:31][CH2:30]1.O>C(#N)C>[C:1]1([CH:7]([C:17]2[CH:22]=[CH:21][CH:20]=[CH:19][CH:18]=2)[N:8]2[CH2:11][CH:10]([N:29]3[CH2:34][CH2:33][O:32][CH2:31][CH2:30]3)[CH2:9]2)[CH:6]=[CH:5][CH:4]=[CH:3][CH:2]=1 |f:1.2.3|. Procedure details: A solution of 1-diphenylmethyl-3-methanesulphonyloxyazetidine (Preparation 1(b)) (24.46 g, 7.72 mmol), potassium carbonate (32 g, 3 mol equiv) and morpholine (7.34 ml, 1.09 mol equiv) in acetonitrile (200 ml) was heated under reflux for 4 hours. The solution was then cooled to room temperature, water (50 ml) added and the mixture concentrated in vacuo. The residue was then partitioned between ethyl acetate (400 ml) and water (400 ml) and the organic phase washed with water (2×400 ml). The organi...